This data is from the Open Reaction Database (ORD), a public repository of structured organic reaction records. The task is: describe an organic reaction: reactants, conditions, products, and yield Reactants: FC=1C=C(/C=C/C(=O)O)C=C(C1)F (trans-3,5-difluorocinnamic acid), C1(=CC=CC=C1)C[C@H]1NC(OC1)=O ((R)-4-(phenylmethyl)-2-oxazolidinone), FC=1C=C(C=C(C1)F)CCC(=O)O (3-(3,5-difluorophenyl)propionic acid), FC=1C=C(C=C(C1)F)CCC=O (3-(3,5-difluorophenyl)propanal), O=C1N(CCCC[C@@H]1NC([C@@H]([C@H](CCC1=CC(=CC(=C1)F)F)O)CC1CC1)=O)CC1=CC(=CC=C1)OC1=CC=CC=C1 (2(R)-cyclopropylmethyl-5-(3,5-difluorophenyl)-3-(S)-hydroxypentanoic acid (2-oxo-1-(3-phenoxybenzyl)azapan-3-(S)-yl)amide), C1(CCCC1)C[C@@H](C(=O)N1C(OC[C@H]1CC1=CC=CC=C1)=O)[C@H](CCC1=CC=CC=C1)O (3-(2(R)-cyclopentylmethyl-3(S)-hydroxyl-5-phenyl-1-oxopentyl)-4(R)-(phenylmethyl)-2-oxazolidinone), aldehyde, Weinreb amide. Product: C1(CC1)C[C@@H](C(=O)NC1C(N(C2=C(C(=N1)C1=NC=CC=C1)C=CC=C2)C)=O)[C@H](CCC2=CC(=CC(=C2)F)F)O (3-(2-(R)-cyclopropylmethyl-5-(3,5-difluorophenyl)-3(S)-hydroxyl-1-oxopentyl)amino-1-methyl-5-(pyridin-2-yl)-2,3-dihydro-1H-1,4-benzodiazepin-2-one). Reaction SMILES: [F:1][C:2]1[CH:3]=[C:4]([CH2:9][CH2:10][CH:11]=[O:12])[CH:5]=[C:6]([F:8])[CH:7]=1.FC1C=C(C=C(F)C=1)/C=C/C(O)=O.C1(C[C@@H]2COC(=O)[NH:34]2)C=CC=CC=1.FC1C=C(CCC(O)=O)C=C(F)C=1.[O:52]=[C:53]1[C@@H:59]([NH:60][C:61](=[O:79])[C@H:62]([CH2:75][CH:76]2[CH2:78][CH2:77]2)[C@@H](O)CCC2C=C(F)C=C(F)C=2)CCC[CH2:55][N:54]1CC1C=CC=C(OC2C=CC=CC=2)C=1.C1(C[C@H:100]([C@@H:116](O)[CH2:117]CC2C=CC=CC=2)[C:101]([N:103]2[C@H:107]([CH2:108][C:109]3[CH:114]=[CH:113][CH:112]=[CH:111][CH:110]=3)COC2=O)=O)CCCC1>>[CH:76]1([CH2:75][C@H:62]([C@@H:11]([OH:12])[CH2:10][CH2:9][C:4]2[CH:3]=[C:2]([F:1])[CH:7]=[C:6]([F:8])[CH:5]=2)[C:61]([NH:60][CH:59]2[N:34]=[C:108]([C:107]3[CH:117]=[CH:116][CH:100]=[CH:101][N:103]=3)[C:109]3[CH:110]=[CH:111][CH:112]=[CH:113][C:114]=3[N:54]([CH3:55])[C:53]2=[O:52])=[O:79])[CH2:78][CH2:77]1. Reported procedure: The 3-(3,5-difluorophenyl)propanal used in the aldol reaction was prepared from trans-3,5-difluorocinnamic acid by: (1) hydrogenation to 3-(3,5-difluorophenyl)propionic acid (L. Kruse et al J. Med. Chem. 1987, 30, 486-494); (2) formation of Weinreb amide (M. Braun Synthesis 1989, 856); and (3) reduction to aldehyde (D. A. Evans J. Org. Chem. 1993, 58, 2446-2453). Starting materials: CCOC(=O)C1CCCCC1=O, CCN(C(C)C)C(C)C, ClCCl, O=S(=O)(OS(=O)(=O)C(F)(F)F)C(F)(F)F. Product: CCOC(=O)C1=C(O)CCCC1. RXN SMILES: [CH2:1]([CH3:2])[O:3][C:4](=[O:5])[CH:6]1[C:7](=[O:12])[CH2:8][CH2:9][CH2:10][CH2:11]1.[CH:13]([N:14]([CH2:15][CH3:16])[CH:17]([CH3:18])[CH3:19])([CH3:20])[CH3:21].[Cl:37][CH2:38][Cl:39].[F:22][C:23]([F:24])([F:25])[S:26]([O:27][S:28]([C:29]([F:30])([F:31])[F:32])(=[O:33])=[O:34])(=[O:35])=[O:36]>>[CH2:1]([CH3:2])[O:3][C:4](=[O:5])[C:6]1=[C:7]([OH:12])[CH2:8][CH2:9][CH2:10][CH2:11]1. Reaction conditions: time 20 hour. Run in O (H2O). Starting materials: C(=O)(OCC)C=1C=NC2=NC(=CC=C2C1Cl)C (3-Carbethoxy-4-chloro-7-methyl-1,8-naphthyridine), [N-]=[N+]=[N-].[Na+] (NaN3). The product is N(=[N+]=[N-])C1=C(C=NC2=NC(=CC=C12)C)C(=O)OCC (4-Azido-3-carbethoxy-7-methyl-1,8-naphthyridine). Procedure details: 3-Carbethoxy-4-chloro-7-methyl-1,8-naphthyridine (0.8 g; 0.03 M) was dissolved in dry D.M.F. (5 ml) at ambient temperatures and NaN3 (0.5 g; 0.007 M) added. This mixture was stirred for 20 hr. at ambient temperatures and then poured into a large volume (1 l) of H2O. The product (0.64 g; 83%), m.p. 114°-115° C. (dec.), was filtered off, washed with H2O and dried over P2O5 in vacuo (Found: N, 27.49; C, 55.59; H, 4.50%. C12H11N5O2 requires: N, 27.24; C, 56.03; H, 4.28%), νmax (KBr) 3080, 2900, 2142... RXN SMILES: [C:1]([C:6]1[CH:7]=[N:8][C:9]2[C:14]([C:15]=1Cl)=[CH:13][CH:12]=[C:11]([CH3:17])[N:10]=2)([O:3][CH2:4][CH3:5])=[O:2].[N-:18]=[N+:19]=[N-:20].[Na+]>O>[N:18]([C:15]1[C:14]2[C:9](=[N:10][C:11]([CH3:17])=[CH:12][CH:13]=2)[N:8]=[CH:7][C:6]=1[C:1]([O:3][CH2:4][CH3:5])=[O:2])=[N+:19]=[N-:20] |f:1.2|. Product: CC(C)(C)OC(=O)N1CCCC(CI)C1. Reactants: CC(C)(C)OC(=O)N1CCCC(COS(C)(=O)=O)C1, CC(C)=O, [I-], [Na+]. As a reaction SMILES: [CH3:1][S:2]([O:3][CH2:6][CH:7]1[CH2:8][N:9]([C:13](=[O:14])[O:15][C:16]([CH3:17])([CH3:18])[CH3:19])[CH2:10][CH2:11][CH2:12]1)(=[O:4])=[O:5].[CH3:22][C:23](=[O:24])[CH3:25].[I-:21].[Na+:20]>>[CH2:6]([CH:7]1[CH2:8][N:9]([C:13](=[O:14])[O:15][C:16]([CH3:17])([CH3:18])[CH3:19])[CH2:10][CH2:11][CH2:12]1)[I:21]. Starting materials: C(C1CCCO1)O (tetrahydrofurfuryl alcohol), C(=O)(C(F)(F)F)O (TFA), C(=O)(OC(C)(C)C)N1C[C@H](OCC1)CC1=CC(=CC=C1)C=CC=1C=NC=CC1 (N-Boc-(R)-2-(3-(2-(3-pyridinyl)vinyl)-benzyl)morpholine), C(=O)(OC(C)(C)C)N1C[C@H](OCC1)CC1=CC(=C(C=C1)O)Cl (N-BOC-(R)-2-(3-chloro-4-hydroxybenzyl)morpholine). The product is ClC=1C=C(C[C@@H]2CNCCO2)C=CC1OCC1OCCC1 ((R)-2-[3-Chloro-4-(tetrahydro-furan-2-ylmethoxy)-benzyl]-morpholine), example 52. Isolated yield 52.0%. As a reaction SMILES: C(N1CC[O:11][C@H:10]([CH2:14][C:15]2C=CC=[C:17](C=CC3C=NC=CC=3)[CH:16]=2)C1)(OC(C)(C)C)=O.C([N:36]1[CH2:41][CH2:40][O:39][C@H:38]([CH2:42][C:43]2[CH:48]=[CH:47][C:46]([OH:49])=[C:45]([Cl:50])[CH:44]=2)[CH2:37]1)(OC(C)(C)C)=O.C(O)C1OCCC1.C(O)(C(F)(F)F)=O>>[Cl:50][C:45]1[CH:44]=[C:43]([CH:48]=[CH:47][C:46]=1[O:49][CH2:17][CH:16]1[CH2:15][CH2:14][CH2:10][O:11]1)[CH2:42][C@H:38]1[O:39][CH2:40][CH2:41][NH:36][CH2:37]1. Procedure: Example 52 was prepared using the same procedure as described for example 7 starting from example 7, intermediate (a), N-BOC-(R)-2-(3-chloro-4-hydroxybenzyl)morpholine and tetrahydrofurfuryl alcohol. The resulting intermediate was deprotected with TFA as described for example 7 to yield the desired morpholine example 52 as a colorless oil (26 mg, 52% over 2 steps) after purification by HPLC. Solvent: O1CCCC1 (tetrahydrofuran). Yields the product C(C1=CC=CC=C1)OC(=O)N1C(CC(C=C1)=O)C1=C(C=C(C=C1)F)C (1-benzyloxycarbonyl-2-(4-fluoro-2-methylphenyl)-4-oxo-3,4-dihydro-2H-pyridine). As a reaction SMILES: [Mg].Br[C:3]1[CH:8]=[CH:7][C:6]([F:9])=[CH:5][C:4]=1[CH3:10].C[O:12][C:13]1[CH:18]=[CH:17][N:16]=[CH:15][CH:14]=1.[CH2:19]([O:26][C:27](Cl)=[O:28])[C:20]1[CH:25]=[CH:24][CH:23]=[CH:22][CH:21]=1.C(O)(=O)CC(CC(O)=O)(C(O)=O)O>O1CCCC1>[CH2:19]([O:26][C:27]([N:16]1[CH:17]=[CH:18][C:13](=[O:12])[CH2:14][CH:15]1[C:3]1[CH:8]=[CH:7][C:6]([F:9])=[CH:5][C:4]=1[CH3:10])=[O:28])[C:20]1[CH:25]=[CH:24][CH:23]=[CH:22][CH:21]=1. The reactants are COC1=CC=NC=C1 (4-methoxypyridine), Grignard reagent, [Mg] (magnesium), BrC1=C(C=C(C=C1)F)C (2-bromo-5-fluorotoluene), C(C1=CC=CC=C1)OC(=O)Cl (benzylchlorocarbonate), C(CC(O)(C(=O)O)CC(=O)O)(=O)O (citric acid), ice. Procedure details: To Grignard reagent prepared from 14.2 g of magnesium, 93.1 g of 2-bromo-5-fluorotoluene and 500 ml of tetrahydrofuran was added dropwise 50 ml of 4-methoxypyridine at −20° C. under nitrogen atmosphere. After completion of dripwise addition, the mixture was stirred at the same temperature for 20 minutes. Further, the reaction mixture was cooled down to −50° C., and 85 ml of benzylchlorocarbonate was added dropwise, while keeping the temperature at −40° C. or below. After completion of dropwise a... Conditions: temperature -50 celsius, time 20 minute. Starting materials: C(C)(C)(C)OC(NS(=O)(=O)N1CCC(CC1)(C=1SC(=CN1)C1=CC(=CC(=C1)NC1=NC=CC(=N1)C(F)(F)F)C)O)=O (tert-butyl({4-hydroxy-4-[5-(3-methyl-5-{[4-(trifluoromethyl)pyrimidin-2-yl]amino}phenyl)-1,3-thiazol-2-yl]piperidin-1-yl}sulfonyl)carbamate), C(=O)(C(F)(F)F)O (TFA), C(=O)(C(F)(F)F)O (TFA). The solvent is C(Cl)Cl (DCM). Reaction conditions: time 80 minute. Product: OC1(CCN(CC1)S(=O)(=O)N)C=1SC(=CN1)C1=CC(=CC(=C1)NC1=NC=CC(=N1)C(F)(F)F)C (4-hydroxy-4-[5-(3-methyl-5-{[4-(trifluoromethyl)pyrimidin-2-yl]amino}phenyl)-1,3-thiazol-2-yl]piperidine-1-sulfonamide). Yield: 82.2%. RXN SMILES: C(OC(=O)[NH:7][S:8]([N:11]1[CH2:16][CH2:15][C:14]([OH:40])([C:17]2[S:18][C:19]([C:22]3[CH:27]=[C:26]([NH:28][C:29]4[N:34]=[C:33]([C:35]([F:38])([F:37])[F:36])[CH:32]=[CH:31][N:30]=4)[CH:25]=[C:24]([CH3:39])[CH:23]=3)=[CH:20][N:21]=2)[CH2:13][CH2:12]1)(=[O:10])=[O:9])(C)(C)C.C(O)(C(F)(F)F)=O>C(Cl)Cl>[OH:40][C:14]1([C:17]2[S:18][C:19]([C:22]3[CH:27]=[C:26]([NH:28][C:29]4[N:34]=[C:33]([C:35]([F:36])([F:38])[F:37])[CH:32]=[CH:31][N:30]=4)[CH:25]=[C:24]([CH3:39])[CH:23]=3)=[CH:20][N:21]=2)[CH2:15][CH2:16][N:11]([S:8]([NH2:7])(=[O:9])=[O:10])[CH2:12][CH2:13]1. Procedure: To a solution of tert-butyl({4-hydroxy-4-[5-(3-methyl-5-{[4-(trifluoromethyl)pyrimidin-2-yl]amino}phenyl)-1,3-thiazol-2-yl]piperidin-1-yl}sulfonyl)carbamate (45 mg, 0.073 mmol) in DCM (0.7 mL) was added TFA (0.120 mL, 1.5 mmol) and the reaction was stirred at room temperature for 80 min, then more TFA (0.120 mL, 1.5 mmol) was added. After 90 min most volatiles were removed by N2 flow and vacuum. The residue was diluted with saturated aqueous NaHCO3 and ethyl acetate. The combined organic layers ... Starting materials: CC#N, COc1cc(F)ccc1[N+](=O)[O-], [K+], [K+], CC(C)(C)OC(=O)N1CCN(C2CCNCC2)CC1, O=C([O-])[O-]. Product: COc1cc(N2CCC(N3CCN(C(=O)OC(C)(C)C)CC3)CC2)ccc1[N+](=O)[O-]. As a reaction SMILES: [CH3:38][C:39]#[N:40].[F:20][c:21]1[cH:22][c:23]([O:30][CH3:31])[c:24]([N+:27](=[O:28])[O-:29])[cH:25][cH:26]1.[K+:32].[K+:33].[NH:1]1[CH2:2][CH2:3][CH:4]([N:7]2[CH2:8][CH2:9][N:10]([C:13](=[O:14])[O:15][C:16]([CH3:17])([CH3:18])[CH3:19])[CH2:11][CH2:12]2)[CH2:5][CH2:6]1.[O-:34][C:35]([O-:36])=[O:37]>>[N:1]1([c:21]2[cH:22][c:23]([O:30][CH3:31])[c:24]([N+:27](=[O:28])[O-:29])[cH:25][cH:26]2)[CH2:2][CH2:3][CH:4]([N:7]2[CH2:8][CH2:9][N:10]([C:13](=[O:14])[O:15][C:16]([CH3:17])([CH3:18])[CH3:19])[CH2:11][CH2:12]2)[CH2:5][CH2:6]1.